Task: describe an organic reaction: reactants, conditions, products, and yield. Dataset: the Open Reaction Database (ORD), a public repository of structured organic reaction records As a reaction SMILES: [CH3:32][Si:33]([CH3:34])([CH3:35])[O-:36].[CH3:43][CH2:44][O:45][C:46](=[O:47])[CH3:48].[CH:1]1([CH:7]([CH:8]([C:9]([F:10])([F:11])[F:12])[NH:13][CH:14]([C:15](=[O:16])[O:17][CH3:18])[C:19]([CH3:20])([CH3:21])[CH3:22])[NH:23][C:24](=[O:25])[c:26]2[n:27][cH:28][cH:29][n:30][cH:31]2)[CH2:2][CH2:3][CH2:4][CH2:5][CH2:6]1.[K+:37].[O:38]1[CH2:39][CH2:40][CH2:41][CH2:42]1>>[CH:1]1([CH:7]([CH:8]([C:9]([F:10])([F:11])[F:12])[NH:13][CH:14]([C:15](=[O:16])[OH:17])[C:19]([CH3:20])([CH3:21])[CH3:22])[NH:23][C:24](=[O:25])[c:26]2[n:27][cH:28][cH:29][n:30][cH:31]2)[CH2:2][CH2:3][CH2:4][CH2:5][CH2:6]1. Product: CC(C)(C)C(NC(C(NC(=O)c1cnccn1)C1CCCCC1)C(F)(F)F)C(=O)O. The reactants are C[Si](C)(C)[O-], CCOC(C)=O, COC(=O)C(NC(C(NC(=O)c1cnccn1)C1CCCCC1)C(F)(F)F)C(C)(C)C, [K+], C1CCOC1. The reactants are ClC1=C2N=CN(C2=NC=N1)[C@H]1[C@H](O)[C@H](O)[C@H](O1)CO (6-chloro-9(β-D-ribofuranosyl)-purine), ClC1=C(CN)C=CC=C1 (o-chlorobenzyl amine), CN(C=O)C (dimethylformamide), C(C)(C)O (isopropanol). Run in C(C)N(CC)CC (triethylamine). Reaction conditions: time 4 day. Yields the product ClC1=C(CNC=2C=3N=CN([C@H]4[C@H](O)[C@H](O)[C@@H](CO)O4)C3N=CN2)C=CC=C1 (N6 -o-chlorobenzyl-adenosine). As a reaction SMILES: Cl[C:2]1[N:10]=[CH:9][N:8]=[C:7]2[C:3]=1[N:4]=[CH:5][N:6]2[C@@H:11]1[O:17][C@H:16]([CH2:18][OH:19])[C@@H:14]([OH:15])[C@H:12]1[OH:13].[Cl:20][C:21]1[CH:28]=[CH:27][CH:26]=[CH:25][C:22]=1[CH2:23][NH2:24].CN(C)C=O.C(O)(C)C>C(N(CC)CC)C>[Cl:20][C:21]1[CH:28]=[CH:27][CH:26]=[CH:25][C:22]=1[CH2:23][NH:24][C:2]1[C:3]2[N:4]=[CH:5][N:6]([C:7]=2[N:8]=[CH:9][N:10]=1)[C@@H:11]1[O:17][C@H:16]([CH2:18][OH:19])[C@@H:14]([OH:15])[C@H:12]1[OH:13]. Procedure: A mixture of 28.6 g of 6-chloro-9(β-D-ribofuranosyl)-purine, 14.2 g of o-chlorobenzyl amine, 400 ml of dimethylformamide, 400 ml of isopropanol and 50 ml of triethylamine is left to stand at 20° for 4 days. The mixture is evaporated, the residue is dissolved in chloroform, the chloroform solution is washed with 1% aqueous acetic acid and evaporated again and the residue is triturated with ether to give N6 -o-chlorobenzyl-adenosine (Ia). M.p.: 182°-183°. The reactants are C(C)(=O)O (acetic acid), ClC=1C=C(C=CC1C(F)(F)F)N1[C@@H](CN(C(C=C1)=O)CCCC(=O)N1C[C@H](C2(CC2)CC1)O)C ((R)-1-(3-chloro-4-trifluoromethyl-phenyl)-4-[4-((S)-4-hydroxy-6-aza-spiro[2.5]oct-6-yl)-4-oxo-butyl]-2-methyl-1,2,3,4-tetrahydro-[1,4]diazepin-5-one). Reagents/catalysts: O=[Pt]=O.[H][H] (PtO2 H2), O=[Pt]=O (PtO2). The solvent is CO (MeOH). Reaction conditions: time 2 day. The product is ClC=1C=C(C=CC1C(F)(F)F)N1[C@@H](CN(C(CC1)=O)CCCC(=O)N1C[C@H](C2(CC2)CC1)O)C ((R)-1-(3-Chloro-4-trifluoromethyl-phenyl)-4-[4-((S)-4-hydroxy-6-aza-spiro[2.5]oct-6-yl)-4-oxo-butyl]-2-methyl-[1,4]diazepan-5-one). Isolated yield 113.6%. RXN SMILES: [Cl:1][C:2]1[CH:3]=[C:4]([N:12]2[CH:18]=[CH:17][C:16](=[O:19])[N:15]([CH2:20][CH2:21][CH2:22][C:23]([N:25]3[CH2:32][CH2:31][C:28]4([CH2:30][CH2:29]4)[C@H:27]([OH:33])[CH2:26]3)=[O:24])[CH2:14][C@H:13]2[CH3:34])[CH:5]=[CH:6][C:7]=1[C:8]([F:11])([F:10])[F:9].C(O)(=O)C>CO.O=[Pt]=O.O=[Pt]=O.[H][H]>[Cl:1][C:2]1[CH:3]=[C:4]([N:12]2[CH2:18][CH2:17][C:16](=[O:19])[N:15]([CH2:20][CH2:21][CH2:22][C:23]([N:25]3[CH2:32][CH2:31][C:28]4([CH2:29][CH2:30]4)[C@H:27]([OH:33])[CH2:26]3)=[O:24])[CH2:14][C@H:13]2[CH3:34])[CH:5]=[CH:6][C:7]=1[C:8]([F:10])([F:9])[F:11] |f:4.5|. Reported procedure: A solution of 0.066 g (0.1 mmol) of (R)-1-(3-chloro-4-trifluoromethyl-phenyl)-4-[4-((S)-4-hydroxy-6-aza-spiro[2.5]oct-6-yl)-4-oxo-butyl]-2-methyl-1,2,3,4-tetrahydro-[1,4]diazepin-5-one (61% ds) (example 65) in 2 ml MeOH was treated with 0.007 g of PtO2 and was stirred over H2-atmosphere for 2 days. After filtration and evaporation, the crude compound was again hydrogenated in 2 ml of MeOH and 0.007 ml (0.1 mmol) of acetic acid with 0.007 g of PtO2/H2 over night. After filtration and evaporation,...